Dataset: the Open Reaction Database (ORD), a public repository of structured organic reaction records. Task: describe an organic reaction: reactants, conditions, products, and yield Reactants: [Br-], C1CCOC1, CON(C)C(=O)c1cccc(Nc2cc(Nc3ccc(Oc4ccccc4)cc3)ncn2)c1, CC(C)=C[Mg+]. Yields the product CC(C)=CC(=O)c1cccc(Nc2cc(Nc3ccc(Oc4ccccc4)cc3)ncn2)c1. As a reaction SMILES: [Br-:34].[CH2:40]1[O:41][CH2:42][CH2:43][CH2:44]1.[CH3:1][O:2][N:3]([C:4]([c:5]1[cH:6][c:7]([NH:11][c:12]2[n:13][cH:14][n:15][c:16]([NH:18][c:19]3[cH:20][cH:21][c:22]([O:25][c:26]4[cH:27][cH:28][cH:29][cH:30][cH:31]4)[cH:23][cH:24]3)[cH:17]2)[cH:8][cH:9][cH:10]1)=[O:32])[CH3:33].[CH3:35][C:36](=[CH:37][Mg+:38])[CH3:39]>>[C:4]([c:5]1[cH:6][c:7]([NH:11][c:12]2[n:13][cH:14][n:15][c:16]([NH:18][c:19]3[cH:20][cH:21][c:22]([O:25][c:26]4[cH:27][cH:28][cH:29][cH:30][cH:31]4)[cH:23][cH:24]3)[cH:17]2)[cH:8][cH:9][cH:10]1)(=[O:32])[CH:37]=[C:36]([CH3:35])[CH3:39].